This data is from the Open Reaction Database (ORD), a public repository of structured organic reaction records. The task is: describe an organic reaction: reactants, conditions, products, and yield Starting materials: CC(C)(C)[Si](C)(C)OC1CCC(c2ccc(F)cc2)O1, ClCCl, C[Si](C)(C)Br. Yields the product Fc1ccc(C2CCC(Br)O2)cc1. As a reaction SMILES: [C:1]([Si:2]([CH3:3])([CH3:4])[O:5][CH:7]1[O:8][CH:9]([c:12]2[cH:13][cH:14][c:15]([F:18])[cH:16][cH:17]2)[CH2:10][CH2:11]1)([CH3:6])([CH3:19])[CH3:20].[CH2:26]([Cl:27])[Cl:28].[CH3:21][Si:22]([CH3:23])([CH3:24])[Br:25]>>[CH:7]1([Br:25])[O:8][CH:9]([c:12]2[cH:13][cH:14][c:15]([F:18])[cH:16][cH:17]2)[CH2:10][CH2:11]1.